Dataset: the Open Reaction Database (ORD), a public repository of structured organic reaction records. Task: describe an organic reaction: reactants, conditions, products, and yield The reactants are COC=1C=C(N)C=C(C1OC)OC (3,4,5-Trimethoxyaniline), C(#N)CC(=O)O (cyanoacetic acid), resultant solution, C(C)(C)N=C=NC(C)C (1,3-diisopropylcarbodiimide). Run in O1CCCC1 (tetrahydrofuran). Reaction conditions: time 30 minute. The product is C(#N)CC(=O)NC1=CC(=C(C(=C1)OC)OC)OC (2-cyano-N-(3,4,5-trimethoxyphenyl)acetamide). The yield is 18.9%. As a reaction SMILES: [CH3:1][O:2][C:3]1[CH:4]=[C:5]([CH:7]=[C:8]([O:12][CH3:13])[C:9]=1[O:10][CH3:11])[NH2:6].[C:14]([CH2:16][C:17](O)=[O:18])#[N:15].C(N=C=NC(C)C)(C)C>O1CCCC1>[C:14]([CH2:16][C:17]([NH:6][C:5]1[CH:7]=[C:8]([O:12][CH3:13])[C:9]([O:10][CH3:11])=[C:3]([O:2][CH3:1])[CH:4]=1)=[O:18])#[N:15]. Reported procedure: 3,4,5-Trimethoxyaniline (10.00 g, 54.6 mmol) and cyanoacetic acid (4.78 g, 56.19 mmol) were mixed in 100 mL of tetrahydrofuran and heated to reflux. To the resultant solution 1,3-diisopropylcarbodiimide (8.8 mL, 56.29 mmol) was added dropwise. The mixture was cooled in an ice-bath and the solid was collected by filtration washing with tetrahydrofuran. The filtrate was slowly poured into water and stirred for 30 minutes. The white solid was collected by filtration, washed with water and dried to ... The reactants are C(C)OC(=O)C1=C(C(N(C(=C1)C)C)=O)OC (3-Methoxy-1,6-dimethyl-2-oxo-1,2-dihydropyridine-4-carboxylic acid ethyl ester), [OH-].[Na+] (sodium hydroxide). As a reaction SMILES: C([O:3][C:4]([C:6]1[CH:11]=[C:10]([CH3:12])[N:9]([CH3:13])[C:8](=[O:14])[C:7]=1[O:15][CH3:16])=[O:5])C.[OH-].[Na+]>CO>[CH3:16][O:15][C:7]1[C:8](=[O:14])[N:9]([CH3:13])[C:10]([CH3:12])=[CH:11][C:6]=1[C:4]([OH:5])=[O:3] |f:1.2|. Solvent: CO (methanol). Reported procedure: To a solution of 16 (7.51 g, 33.3 mmol) in methanol (350 mL) was added a 4 M sodium hydroxide solution (350 mL). The resulting solution was heated at reflux, and after 2 h, methanol was removed under reduced pressure. An aqueous 3 N HCl solution was used to adjust the resulting solution to pH 1. The solution was extracted with ethyl acetate; the organic extracts were dried over sodium sulfate, and solvent was removed under reduced pressure to yield 6.44 g (98%) of 5 as a tan solid. 1H NMR (300 M... Yield: 98.1%. Reaction conditions: time 2 hour. Yields the product COC=1C(N(C(=CC1C(=O)O)C)C)=O (3-Methoxy-1,6-dimethyl-2-oxo-1,2-dihydropyridine-4-carboxylic acid). The product is [N+](=O)([O-])C1=C2C(C(=O)N(C2=O)C2=C(C=CC=C2)C(=O)O)=CC=C1 (3-nitro-N-(o-carboxyphenyl)phthalimide). Procedure details: 3-nitrophthalic anhydride (1.0 g, 0.0052 mol) and o-aminobenzoic acid (0.71 g, 0.0052 mol) were refluxed as above for four days. The clear solution was purified as per 120 to yield 0.34 g (21%) 127 as pale orange grains: mp=190–192° C.; Rf 0.74 (A): Rf 0.87 (C): Rf 0.62 (E): IR (cm−1): 2700–3300 (OH), 3093 (C═CH), 2620 (C—H), 1718 (C═O), 1681 (bs, C═O), 1609 (C═C), 1592 (C═O), 1534 (N═O), 1482 (C═C), 1451 (C═C), 1360 (N═O), 1316 (C—O), 1257 (C—O), 771 (C═CH); MS m/z (rel intensity) 311 (50), 285... Isolated yield 20.9%. Starting materials: [N+](=O)([O-])C1=C2C(C(=O)OC2=O)=CC=C1 (3-nitrophthalic anhydride), NC1=C(C(=O)O)C=CC=C1 (o-aminobenzoic acid). Reaction SMILES: [N+:1]([C:4]1[CH:14]=[CH:13][CH:12]=[C:6]2[C:7]([O:9][C:10](=[O:11])[C:5]=12)=O)([O-:3])=[O:2].[NH2:15][C:16]1[CH:24]=[CH:23][CH:22]=[CH:21][C:17]=1[C:18]([OH:20])=[O:19]>>[N+:1]([C:4]1[CH:14]=[CH:13][CH:12]=[C:6]2[C:7]([N:15]([C:16]3[CH:24]=[CH:23][CH:22]=[CH:21][C:17]=3[C:18]([OH:20])=[O:19])[C:10](=[O:11])[C:5]=12)=[O:9])([O-:3])=[O:2]. Starting materials: C1CCNC1, O=C(O)C(F)(F)F, O=C(O)CNc1nc(-c2ccc(F)cc2)cs1. The product is O=C(O)C(F)(F)F, O=C(CNc1nc(-c2ccc(F)cc2)cs1)N1CCCC1. Reaction SMILES: [CH2:25]1[CH2:26][CH2:27][NH:28][CH2:29]1.[F:1][C:2]([C:3](=[O:4])[OH:5])([F:6])[F:7].[F:8][c:9]1[cH:10][cH:11][c:12](-[c:15]2[n:16][c:17]([NH:20][CH2:21][C:22](=[O:23])[OH:24])[s:18][cH:19]2)[cH:13][cH:14]1>>[F:1][C:2]([C:3](=[O:4])[OH:5])([F:6])[F:7].[F:8][c:9]1[cH:10][cH:11][c:12](-[c:15]2[n:16][c:17]([NH:20][CH2:21][C:22](=[O:24])[N:28]3[CH2:27][CH2:26][CH2:25][CH2:29]3)[s:18][cH:19]2)[cH:13][cH:14]1.